Dataset: the Open Reaction Database (ORD), a public repository of structured organic reaction records. Task: describe an organic reaction: reactants, conditions, products, and yield Starting materials: C(CCC)C1=NC2=C(N1CC1=CC=C(C=C1)C=1C(=CC=CC1)C(=O)OC(C)(C)C)C(=CC=C2)C#N (tert.butyl 4'-[(2-n-butyl-7-cyano-benzimidazol-1-yl)-methyl]biphenyl-2-carboxylate), FC(C(=O)O)(F)F (trifluoroacetic acid). Solvent: C(Cl)Cl (methylene chloride). Product: C(CCC)C1=NC2=C(N1CC1=CC=C(C=C1)C=1C(=CC=CC1)C(=O)O)C(=CC=C2)C#N (4'-[(2-n-Butyl-7-cyano-benzimidazol-1-yl)-methyl]-biphenyl-2-carboxylic acid). RXN SMILES: [CH2:1]([C:5]1[N:9]([CH2:10][C:11]2[CH:16]=[CH:15][C:14]([C:17]3[C:18]([C:23]([O:25]C(C)(C)C)=[O:24])=[CH:19][CH:20]=[CH:21][CH:22]=3)=[CH:13][CH:12]=2)[C:8]2[C:30]([C:34]#[N:35])=[CH:31][CH:32]=[CH:33][C:7]=2[N:6]=1)[CH2:2][CH2:3][CH3:4].FC(F)(F)C(O)=O>C(Cl)Cl>[CH2:1]([C:5]1[N:9]([CH2:10][C:11]2[CH:12]=[CH:13][C:14]([C:17]3[C:18]([C:23]([OH:25])=[O:24])=[CH:19][CH:20]=[CH:21][CH:22]=3)=[CH:15][CH:16]=2)[C:8]2[C:30]([C:34]#[N:35])=[CH:31][CH:32]=[CH:33][C:7]=2[N:6]=1)[CH2:2][CH2:3][CH3:4]. Procedure details: Prepared in analogous manner to Example 9 from tert.butyl 4'-[(2-n-butyl-7-cyano-benzimidazol-1-yl)-methyl]biphenyl-2-carboxylate and trifluoroacetic acid in methylene chloride. The reactants are BrC=1C=C(C=C2C3=C(NC12)C(OCC3)(CC)CCO)C(C)C (2-(8-bromo-1-ethyl-6-isopropyl-1,3,4,9-tetrahydro-pyrano[3,4-b]indol-1-yl)-ethanol), BrC1=C(C=CC=C1OC)B(O)O (2-bromo-3-methoxyphenylboronic acid). Reaction SMILES: Br[C:2]1[CH:3]=[C:4]([CH:20]([CH3:22])[CH3:21])[CH:5]=[C:6]2[C:10]=1[NH:9][C:8]1[C:11]([CH2:17][CH2:18][OH:19])([CH2:15][CH3:16])[O:12][CH2:13][CH2:14][C:7]2=1.Br[C:24]1[C:29](OC)=[CH:28][CH:27]=[CH:26][C:25]=1B(O)O>>[CH2:15]([C:11]1([CH2:17][CH2:18][OH:19])[C:8]2[NH:9][C:10]3[C:6]([C:7]=2[CH2:14][CH2:13][O:12]1)=[CH:5][C:4]([CH:20]([CH3:22])[CH3:21])=[CH:3][C:2]=3[C:24]1[CH:29]=[CH:28][CH:27]=[CH:26][CH:25]=1)[CH3:16]. Product: C(C)C1(OCCC2=C1NC1=C(C=C(C=C21)C(C)C)C2=CC=CC=C2)CCO (2-(1-Ethyl-6-isopropyl-8-phenyl-1,3,4,9-tetrahydro-pyrano[3,4-b]indol-1-yl)-ethanol). Reported procedure: The title compound is prepared in a manner analogous to Example 1, except using 2-(8-bromo-1-ethyl-6-isopropyl-1,3,4,9-tetrahydro-pyrano[3,4-b]indol-1-yl)-ethanol and 2-bromo-3-methoxyphenylboronic acid in step 1.F. Procedure: A mixture of 2-{4-[1-(4-aminophenyl)-3-(trifluoromethyl)-1H-pyrazol-5-yl]phenyl}ethyl acetate 165.6 mg and 2,5-dimethoxytetrahydrofuran 112 mg in AcOH 3 ml was stirred at 50° C. for 3 hours. 2,5-Dimethoxytetrahydrofuran 0.22 ml was added and the mixture was stirred at 50° C. for 2 hours. The mixture was partitioned between ethyl acetate and H2O. The organic layer was washed with saturated aqueous sodium bicarbonate solution and saturated aqueous sodium chloride solution, dried over magnesium sul... The reactants are C(C)(=O)OCCC1=CC=C(C=C1)C1=CC(=NN1C1=CC=C(C=C1)N)C(F)(F)F (2-{4-[1-(4-aminophenyl)-3-(trifluoromethyl)-1H-pyrazol-5-yl]phenyl}ethyl acetate), COC1OC(CC1)OC (2,5-dimethoxytetrahydrofuran), COC1OC(CC1)OC (2,5-Dimethoxytetrahydrofuran). The yield is 72.8%. Product: C(C)(=O)OCCC1=CC=C(C=C1)C1=CC(=NN1C1=CC=C(C=C1)N1C=CC=C1)C(F)(F)F (2-{4-[1-[4-(1H-pyrrol-1-yl)phenyl]-3-(trifluoromethyl)-1H-pyrazol-5-yl]phenyl}ethyl acetate). Run at temperature 50 celsius, time 3 hour. As a reaction SMILES: [C:1]([O:4][CH2:5][CH2:6][C:7]1[CH:12]=[CH:11][C:10]([C:13]2[N:17]([C:18]3[CH:23]=[CH:22][C:21]([NH2:24])=[CH:20][CH:19]=3)[N:16]=[C:15]([C:25]([F:28])([F:27])[F:26])[CH:14]=2)=[CH:9][CH:8]=1)(=[O:3])[CH3:2].CO[CH:31]1[CH2:35][CH2:34][CH:33](OC)O1>CC(O)=O>[C:1]([O:4][CH2:5][CH2:6][C:7]1[CH:8]=[CH:9][C:10]([C:13]2[N:17]([C:18]3[CH:23]=[CH:22][C:21]([N:24]4[CH:31]=[CH:35][CH:34]=[CH:33]4)=[CH:20][CH:19]=3)[N:16]=[C:15]([C:25]([F:26])([F:28])[F:27])[CH:14]=2)=[CH:11][CH:12]=1)(=[O:3])[CH3:2]. Run in CC(=O)O (AcOH). Reactants: C(C)(C)(C)OC(=O)N1CCC(CC1)NC1=CC(=C(C=C1)F)F (1-(tert-Butoxycarbonyl)-4-[(3,4-difluorophenyl)amino]piperidine), COC=1C=C(C=C(C1OC)OC)C=1C=C(CCl)C=CC1 (3-(3,4,5-trimethoxyphenyl)benzyl chloride). Product: C(C)(C)(C)OC(=O)N1CCC(CC1)N(CC1=CC(=CC=C1)C1=CC(=C(C(=C1)OC)OC)OC)C1=CC(=C(C=C1)F)F (1-(tert-Butoxycarbonyl)-4-[N-(3,4-difluorophenyl)-N-[3-(3,4,5-trimethoxyphenyl)benzyl]amino]piperidine). RXN SMILES: [C:1]([O:5][C:6]([N:8]1[CH2:13][CH2:12][CH:11]([NH:14][C:15]2[CH:20]=[CH:19][C:18]([F:21])=[C:17]([F:22])[CH:16]=2)[CH2:10][CH2:9]1)=[O:7])([CH3:4])([CH3:3])[CH3:2].[CH3:23][O:24][C:25]1[CH:26]=[C:27]([C:35]2[CH:36]=[C:37]([CH:40]=[CH:41][CH:42]=2)[CH2:38]Cl)[CH:28]=[C:29]([O:33][CH3:34])[C:30]=1[O:31][CH3:32]>>[C:1]([O:5][C:6]([N:8]1[CH2:13][CH2:12][CH:11]([N:14]([C:15]2[CH:20]=[CH:19][C:18]([F:21])=[C:17]([F:22])[CH:16]=2)[CH2:38][C:37]2[CH:40]=[CH:41][CH:42]=[C:35]([C:27]3[CH:28]=[C:29]([O:33][CH3:34])[C:30]([O:31][CH3:32])=[C:25]([O:24][CH3:23])[CH:26]=3)[CH:36]=2)[CH2:10][CH2:9]1)=[O:7])([CH3:4])([CH3:2])[CH3:3]. Procedure details: 1-(tert-Butoxycarbonyl)-4-[(3,4-difluorophenyl)amino]piperidine (625 mg) and 3-(3,4,5-trimethoxyphenyl)benzyl chloride (586 mg) was treated in the same manner as described in Example 9 to give light yellow amorphous of the title compound. The reactants are BrC1=NC=C(C=C1N)C1=CC=C(C=C1)Cl (2-bromo-5-(4-chlorophenyl)pyridin-3-ylamine), C[Si](C)(C)C#C (trimethylsilylacetylene). Yields the product ClC1=CC=C(C=C1)C=1C=C(C=NC1)NC#C[Si](C)(C)C (5-(4-chlorophenyl)-2-trimethylsilanylethynylpyridin-3-ylamine). As a reaction SMILES: Br[C:2]1[C:7]([NH2:8])=[CH:6][C:5]([C:9]2[CH:14]=[CH:13][C:12]([Cl:15])=[CH:11][CH:10]=2)=[CH:4][N:3]=1.[CH3:16][Si:17]([C:20]#[CH:21])([CH3:19])[CH3:18]>>[Cl:15][C:12]1[CH:13]=[CH:14][C:9]([C:5]2[CH:6]=[C:7]([NH:8][C:21]#[C:20][Si:17]([CH3:19])([CH3:18])[CH3:16])[CH:2]=[N:3][CH:4]=2)=[CH:10][CH:11]=1. Reported procedure: The product was obtained analogously to Example 7.1b starting from 2-bromo-5-(4-chlorophenyl)pyridin-3-ylamine (Example 16.1c) and trimethylsilylacetylene. Yield: 1.09 g (51% of theoretical); C16H17ClN2Si (M=300.858); calc.: molpeak (M+H)+: 301/303 (Cl); found: molpeak (M+H)+: 301/303 (Cl). Starting materials: CCN(C(C)C)C(C)C (iPr2NEt), ClC1=NC=C(C(=N1)Cl)F (2,4-dichloro-5-fluoro-pyrimidine), C(C)(C)(C)OC(=O)NC1CCCC(C1)(C(=O)OC)C (methyl 5-(tert-butoxycarbonylamino)-1-methylcyclohexanecarboxylate), C(C)(C)(C)OC(=O)NC1CCCC(C1)(C(=O)OC)C (methyl 5-(tert-butoxycarbonylamino)-1-methylcyclohexanecarboxylate), Cl (HCl). The solvent is CO (MeOH). Conditions: time 1 hour. The product is ClC1=NC=C(C(=N1)N[C@@H]1C[C@@](CCC1)(C(=O)OC)C)F ((1R,3S)-methyl 3-(2-chloro-5-fluoropyrimidin-4-ylamino)-1-methyl-cyclohexanecarboxylate). As a reaction SMILES: C(O[C:6]([NH:8][CH:9]1[CH2:14][C:13]([CH3:19])([C:15]([O:17][CH3:18])=[O:16])[CH2:12][CH2:11][CH2:10]1)=O)(C)(C)C.Cl.CCN(C(C)C)C(C)C.[Cl:30][C:31]1[N:36]=C(Cl)[C:34]([F:38])=[CH:33][N:32]=1>CO>[Cl:30][C:31]1[N:36]=[C:6]([NH:8][C@H:9]2[CH2:10][CH2:11][CH2:12][C@@:13]([CH3:19])([C:15]([O:17][CH3:18])=[O:16])[CH2:14]2)[C:34]([F:38])=[CH:33][N:32]=1. Procedure: A stirred solution of methyl 5-(tert-butoxycarbonylamino)-1-methylcyclohexanecarboxylate, 52g, (5.63 g, 20.75 mmol) in MeOH (20 mL) was treated with HCl gas for 10 minutes. The resulting solution was stirred at room temperature for 1 hour, then concentrated to dryness and redissolved in THF (50 mL). To the reaction mixture was added iPr2NEt (10.84 mL, 62.25 mmol) and 2,4-dichloro-5-fluoro-pyrimidine (5.20 g, 31.12 mmol) sequentially. The reaction was stirred at reflux overnight, concentrated in ... Reactants: Cc1cc(Br)cc(CBr)c1, C1COCCO1, [Ca+2], O=C([O-])[O-], O. Yields the product Cc1cc(Br)cc(CO)c1. As a reaction SMILES: [Br:1][c:2]1[cH:3][c:4]([CH2:9][Br:10])[cH:5][c:6]([CH3:8])[cH:7]1.[CH2:11]1[O:12][CH2:14][CH2:15][O:13][CH2:16]1.[Ca+2:17].[O-:18][C:19](=[O:20])[O-:21].[OH2:22]>>[Br:1][c:2]1[cH:3][c:4]([CH2:9][OH:13])[cH:5][c:6]([CH3:8])[cH:7]1. Starting materials: CC(C)(C)C(NC(=O)c1ccc(N2CC(F)(F)C2)c(OCC2CC2)n1)C(=O)O, Cl, FC1(F)CNC1. Product: CC(C)(C)C(NC(=O)c1ccc(N2CC(F)(F)C2)c(OCC2CC2)n1)C(=O)N1CC(F)(F)C1. Reaction SMILES: [CH:1]1([CH2:4][O:5][c:6]2[c:7]([N:23]3[CH2:24][C:25]([F:27])([F:28])[CH2:26]3)[cH:8][cH:9][c:10]([C:12](=[O:13])[NH:14][CH:15]([C:16](=[O:17])[OH:18])[C:19]([CH3:20])([CH3:21])[CH3:22])[n:11]2)[CH2:2][CH2:3]1.[ClH:29].[F:30][C:31]1([F:35])[CH2:32][NH:33][CH2:34]1>>[CH:1]1([CH2:4][O:5][c:6]2[c:7]([N:23]3[CH2:24][C:25]([F:27])([F:28])[CH2:26]3)[cH:8][cH:9][c:10]([C:12](=[O:13])[NH:14][CH:15]([C:16](=[O:17])[N:33]3[CH2:32][C:31]([F:30])([F:35])[CH2:34]3)[C:19]([CH3:20])([CH3:21])[CH3:22])[n:11]2)[CH2:2][CH2:3]1. Yields the product C1(=CC=CC=C1)C=1C2=CC=CC=C2C(=C2C=CC(=CC12)C1=CC=C(C=C1)C1=CC(=NC(=C1)C1=CC=CC=C1)C1=CC=CC=C1)C1=CC=CC=C1 (9,10-diphenyl-2-[4-(2,6-diphenylpyridine-4-yl)phenyl]anthracene). Procedure details: 4-(4-Bromophenyl)-2,6-diphenylpyridine 4.2 g (11 mmol), 9,10-diphenylanthracene-2-boronic acid 4.9 g (13 mmol) and tetrakis(triphenylphosphine)palladium 0.21 g (0.22 mmol) were dissolved in 60 mL of 1,2-dimethoxyethane. A 2.0M sodium carbonate aqueous solution 30 mL was added thereto, and the solution was refluxed for 8 hours under argon atmosphere by heating. After finishing the reaction, the solution was filtered, and a solid matter obtained was washed with water, methanol and toluene to obtai... Run in COCCOC (1,2-dimethoxyethane). As a reaction SMILES: Br[C:2]1[CH:7]=[CH:6][C:5]([C:8]2[CH:13]=[C:12]([C:14]3[CH:19]=[CH:18][CH:17]=[CH:16][CH:15]=3)[N:11]=[C:10]([C:20]3[CH:25]=[CH:24][CH:23]=[CH:22][CH:21]=3)[CH:9]=2)=[CH:4][CH:3]=1.[C:26]1([C:32]2[C:33]3[C:38]([C:39]([C:49]4[CH:54]=[CH:53][CH:52]=[CH:51][CH:50]=4)=[C:40]4[C:45]=2[CH:44]=[C:43](B(O)O)[CH:42]=[CH:41]4)=[CH:37][CH:36]=[CH:35][CH:34]=3)[CH:31]=[CH:30][CH:29]=[CH:28][CH:27]=1.C(=O)([O-])[O-].[Na+].[Na+]>COCCOC.C1C=CC([P]([Pd]([P](C2C=CC=CC=2)(C2C=CC=CC=2)C2C=CC=CC=2)([P](C2C=CC=CC=2)(C2C=CC=CC=2)C2C=CC=CC=2)[P](C2C=CC=CC=2)(C2C=CC=CC=2)C2C=CC=CC=2)(C2C=CC=CC=2)C2C=CC=CC=2)=CC=1>[C:26]1([C:32]2[C:33]3[C:38]([C:39]([C:49]4[CH:54]=[CH:53][CH:52]=[CH:51][CH:50]=4)=[C:40]4[C:45]=2[CH:44]=[C:43]([C:2]2[CH:3]=[CH:4][C:5]([C:8]5[CH:13]=[C:12]([C:14]6[CH:19]=[CH:18][CH:17]=[CH:16][CH:15]=6)[N:11]=[C:10]([C:20]6[CH:25]=[CH:24][CH:23]=[CH:22][CH:21]=6)[CH:9]=5)=[CH:6][CH:7]=2)[CH:42]=[CH:41]4)=[CH:37][CH:36]=[CH:35][CH:34]=3)[CH:31]=[CH:30][CH:29]=[CH:28][CH:27]=1 |f:2.3.4,^1:70,72,91,110|. The yield is 82.9%. Reactants: BrC1=CC=C(C=C1)C1=CC(=NC(=C1)C1=CC=CC=C1)C1=CC=CC=C1 (4-(4-Bromophenyl)-2,6-diphenylpyridine), C1(=CC=CC=C1)C=1C2=CC=CC=C2C(=C2C=CC(=CC12)B(O)O)C1=CC=CC=C1 (9,10-diphenylanthracene-2-boronic acid), C([O-])([O-])=O.[Na+].[Na+] (sodium carbonate). The reagents and catalysts are C=1C=CC(=CC1)[P](C=2C=CC=CC2)(C=3C=CC=CC3)[Pd]([P](C=4C=CC=CC4)(C=5C=CC=CC5)C=6C=CC=CC6)([P](C=7C=CC=CC7)(C=8C=CC=CC8)C=9C=CC=CC9)[P](C=1C=CC=CC1)(C=1C=CC=CC1)C=1C=CC=CC1 (tetrakis(triphenylphosphine)palladium).